From a dataset of the Open Reaction Database (ORD), a public repository of structured organic reaction records. describe an organic reaction: reactants, conditions, products, and yield Starting materials: BrC1=CC=CC2=CN(N=C12)C (7-bromo-2-methyl-2H-indazole), S(=O)(=O)(Cl)Cl (sulfuryl chloride), [OH-].[Na+] (NaOH). Solvent: C(C)(=O)O (acetic acid). Conditions: time 5 hour. The product is EtOAc hexanes, BrC1=CC=CC2=C(N(N=C12)C)Cl (7-bromo-3-chloro-2-methyl-2H-indazole). Isolated yield 91.1%. As a reaction SMILES: [Br:1][C:2]1[C:10]2[C:6](=[CH:7][N:8]([CH3:11])[N:9]=2)[CH:5]=[CH:4][CH:3]=1.S(Cl)([Cl:15])(=O)=O.[OH-].[Na+]>C(O)(=O)C>[Br:1][C:2]1[C:10]2[C:6](=[C:7]([Cl:15])[N:8]([CH3:11])[N:9]=2)[CH:5]=[CH:4][CH:3]=1 |f:2.3|. Procedure details: To a solution of 7-bromo-2-methyl-2H-indazole (6: R=Me; 0.500 g, 2.37 mmol) in 5 mL of acetic acid was added sulfuryl chloride (0.29 mL, 3.6 mmol). The mixture was stirred for 5 h, then 30 mL of a 2 M aqueous NaOH solution were added. The mixture was extracted with three 30 mL portions of ethyl acetate, and the combined organic layers were dried over Na2SO4, filtered, and concentrated to a white solid. Column chromatography (0→15% EtOAc/hexanes) afforded slightly impure 7-bromo-3-chloro-2-methyl... The product is BrC=1C(=NN(C1)C1=CC(=CC=C1)C(F)(F)F)[N+](=O)[O-] (4-bromo-3-nitro-1-[3-(trifluoromethyl)phenyl]-1H-pyrazole). Reactants: N1=CC=CC=C1 (Pyridine), FC(C=1C=C(C=CC1)B(O)O)(F)F ([3-(trifluoromethyl)phenyl]boronic acid), BrC=1C(=NNC1)[N+](=O)[O-] (4-bromo-3-nitro-1H-pyrazole). Solvent: O1CCCC1 (tetrahydrofuran). Reagents/catalysts: C(C)(=O)[O-].[Cu+2].C(C)(=O)[O-] (copper(II) acetate). Reaction conditions: time 42 hour. Procedure details: Pyridine (99%, 0.512 mL, 6.27 mmol) and [3-(trifluoromethyl)phenyl]boronic acid (649 mg, 3.42 mmol) were added to a solution of 4-bromo-3-nitro-1H-pyrazole (596.6 mg, 3.108 mmol) in tetrahydrofuran (9 mL); copper(II) acetate (99%, 855 mg, 4.66 mmol) was then added, and the reaction was stirred for 42 hours. The reaction mixture was filtered through Celite and concentrated in vacuo, then partitioned between EtOAc (5 mL) and water (5 mL). The aqueous layer was extracted with EtOAc (3×5 mL), and th... As a reaction SMILES: N1C=CC=CC=1.[F:7][C:8]([F:19])([F:18])[C:9]1[CH:10]=[C:11](B(O)O)[CH:12]=[CH:13][CH:14]=1.[Br:20][C:21]1[C:22]([N+:26]([O-:28])=[O:27])=[N:23][NH:24][CH:25]=1>O1CCCC1.C([O-])(=O)C.[Cu+2].C([O-])(=O)C>[Br:20][C:21]1[C:22]([N+:26]([O-:28])=[O:27])=[N:23][N:24]([C:11]2[CH:12]=[CH:13][CH:14]=[C:9]([C:8]([F:19])([F:18])[F:7])[CH:10]=2)[CH:25]=1 |f:4.5.6|. Reactants: CCO, Cc1cc2nc(Cl)c3cnc(Cl)cc3n2n1, [Na]. The product is CCOc1nc2cc(C)nn2c2cc(Cl)ncc12. Reaction SMILES: [CH3:18][CH2:19][OH:20].[Cl:1][c:2]1[n:3][c:4]2[n:5]([c:6]3[c:7]1[cH:8][n:9][c:10]([Cl:12])[cH:11]3)[n:13][c:14]([CH3:16])[cH:15]2.[Na:17]>>[c:2]1([O:20][CH2:19][CH3:18])[n:3][c:4]2[n:5]([c:6]3[c:7]1[cH:8][n:9][c:10]([Cl:12])[cH:11]3)[n:13][c:14]([CH3:16])[cH:15]2. Reactants: CCCC1CCC(C2CCC(=O)CC2)CC1, CCN(CC)S(F)(F)F, C1CCOC1, C[Si](C)(C)C(F)(F)F, CCCC[N+](CCCC)(CCCC)CCCC, [F-]. The product is CCCC1CCC(C2CC=C(C(F)(F)F)CC2)CC1. RXN SMILES: [CH2:1]([CH2:2][CH3:3])[CH:4]1[CH2:5][CH2:6][CH:7]([CH:10]2[CH2:11][CH2:12][C:13](=[O:16])[CH2:14][CH2:15]2)[CH2:8][CH2:9]1.[CH2:43]([N:44]([S:45]([F:46])([F:47])[F:48])[CH2:49][CH3:50])[CH3:51].[CH2:52]1[O:53][CH2:54][CH2:55][CH2:56]1.[CH3:17][Si:18]([C:19]([F:20])([F:21])[F:22])([CH3:23])[CH3:24].[CH3:26][CH2:27][CH2:28][CH2:29][N+:30]([CH2:31][CH2:32][CH2:33][CH3:34])([CH2:35][CH2:36][CH2:37][CH3:38])[CH2:39][CH2:40][CH2:41][CH3:42].[F-:25]>>[CH2:1]([CH2:2][CH3:3])[CH:4]1[CH2:5][CH2:6][CH:7]([CH:10]2[CH2:11][CH:12]=[C:13]([C:19]([F:20])([F:21])[F:22])[CH2:14][CH2:15]2)[CH2:8][CH2:9]1. Reactants: CC(C)([O-])C.[K+] (potassium t-butoxide), [Cl-].[Zn+2].[Cl-] (Zinc chloride), CN=C(NC(N)=NC)N (Dimethylbiguanide). The solvent is C(C)(C)(C)O (t-butanol), C(C)OCC (diethyl ether), O (water). Reaction conditions: time 10 minute. The product is [Zn].CN=C(NC(N)=NC)N (Dimethylbiguanide Zinc). RXN SMILES: [CH3:1][N:2]=[C:3]([NH2:9])[NH:4][C:5](=[N:7][CH3:8])[NH2:6].CC(C)([O-])C.[K+].[Cl-].[Zn+2:17].[Cl-]>O.C(O)(C)(C)C.C(OCC)C>[Zn:17].[CH3:1][N:2]=[C:3]([NH2:9])[NH:4][C:5](=[N:7][CH3:8])[NH2:6] |f:1.2,3.4.5,9.10|. Reported procedure: Dimethylbiguanide (33 mg) was dissolved in 1 mL of water, after which 0.44 mL of 1 M potassium t-butoxide in t-butanol was added and the solution stirred for 10 minutes. Zinc chloride in diethyl ether (0.22 mL of 1M solution) was added and the solution stirred for 5 hours. The resultant precipitant was separated from the liquid by centrifuging at 8,000 rpm for 6 minutes and the supernatant was decanted. The pellet was washed by adding 1 mL of water, vortex mixed, centrifuged and the supernatant ... The reactants are CN(C)c1ccncc1, CO, O=S(=O)(Cl)c1cccc(Cl)c1, CC(CNc1ccc(OC(F)(F)F)cc1)NC(=O)C(N)CC1CCCCC1, CN(C)C=O. The product is CC(CNc1ccc(OC(F)(F)F)cc1)NC(=O)C(CC1CCCCC1)NS(=O)(=O)c1cccc(Cl)c1. RXN SMILES: [CH3:39][N:40]([c:41]1[cH:42][cH:43][n:44][cH:45][cH:46]1)[CH3:47].[CH3:53][OH:54].[Cl:28][c:29]1[cH:30][c:31]([S:35](=[O:36])(=[O:37])[Cl:38])[cH:32][cH:33][cH:34]1.[NH2:1][CH:2]([C:3](=[O:4])[NH:5][CH:6]([CH2:7][NH:8][c:9]1[cH:10][cH:11][c:12]([O:15][C:16]([F:17])([F:18])[F:19])[cH:13][cH:14]1)[CH3:20])[CH2:21][CH:22]1[CH2:23][CH2:24][CH2:25][CH2:26][CH2:27]1.[O:48]=[CH:49][N:50]([CH3:51])[CH3:52]>>[NH:1]([CH:2]([C:3](=[O:4])[NH:5][CH:6]([CH2:7][NH:8][c:9]1[cH:10][cH:11][c:12]([O:15][C:16]([F:17])([F:18])[F:19])[cH:13][cH:14]1)[CH3:20])[CH2:21][CH:22]1[CH2:23][CH2:24][CH2:25][CH2:26][CH2:27]1)[S:35]([c:31]1[cH:30][c:29]([Cl:28])[cH:34][cH:33][cH:32]1)(=[O:36])=[O:37]. Reactants: C(C)(C)(C)OC(N(CC1CNCCC1C1=CC=CC=C1)[C@H](C)C1=CC=CC2=CC=CC=C12)=O (tert-butyl[(1R)-1-(1-naphthyl)ethyl][(4-phenylpiperidin-3-yl)methyl]carbamate), FC=1C=C(C(=O)OC)C=C(C1F)F (methyl 3,4,5-trifluorobenzoate), C([O-])([O-])=O.[K+].[K+] (potassium carbonate), CS(=O)C (DMSO). The solvent is O (water). Conditions: temperature 110 celsius, time 1 hour. The product is C(C)(C)(C)OC(=O)N([C@H](C)C1=CC=CC2=CC=CC=C12)CC1CN(CCC1C1=CC=CC=C1)C1=C(C=C(C(=O)OC)C=C1F)F (methyl 4-[3-({(tert-butoxycarbonyl)[(1R)-1-(1-naphthyl)ethyl]amino}methyl)-4-phenylpiperidin-1-yl]-3,5-difluorobenzoate). Yield: 61.2%. As a reaction SMILES: [C:1]([O:5][C:6](=[O:33])[N:7]([C@@H:21]([C:23]1[C:32]2[C:27](=[CH:28][CH:29]=[CH:30][CH:31]=2)[CH:26]=[CH:25][CH:24]=1)[CH3:22])[CH2:8][CH:9]1[CH:14]([C:15]2[CH:20]=[CH:19][CH:18]=[CH:17][CH:16]=2)[CH2:13][CH2:12][NH:11][CH2:10]1)([CH3:4])([CH3:3])[CH3:2].[F:34][C:35]1[CH:36]=[C:37]([CH:42]=[C:43]([F:46])[C:44]=1F)[C:38]([O:40][CH3:41])=[O:39].C(=O)([O-])[O-].[K+].[K+].CS(C)=O>O>[C:1]([O:5][C:6]([N:7]([CH2:8][CH:9]1[CH:14]([C:15]2[CH:16]=[CH:17][CH:18]=[CH:19][CH:20]=2)[CH2:13][CH2:12][N:11]([C:44]2[C:43]([F:46])=[CH:42][C:37]([C:38]([O:40][CH3:41])=[O:39])=[CH:36][C:35]=2[F:34])[CH2:10]1)[C@@H:21]([C:23]1[C:32]2[C:27](=[CH:28][CH:29]=[CH:30][CH:31]=2)[CH:26]=[CH:25][CH:24]=1)[CH3:22])=[O:33])([CH3:2])([CH3:3])[CH3:4] |f:2.3.4|. Reported procedure: A mixture of 150 mg of tert-butyl[(1R)-1-(1-naphthyl)ethyl][(4-phenylpiperidin-3-yl)methyl]carbamate, 96.2 mg of methyl 3,4,5-trifluorobenzoate, 93.3 mg of potassium carbonate, and 1.0 mL of DMSO was stirred at 110° C. for 1 hour. After cooling to room temperature, to the reaction mixture was added water, followed by extraction with ethyl acetate. The organic layer was washed with water and saturated brine in this order, and dried over anhydrous sodium sulfate. After filtration, the filtrate was...